From a dataset of the Open Reaction Database (ORD), a public repository of structured organic reaction records. describe an organic reaction: reactants, conditions, products, and yield Starting materials: IC1=CC=C(C=C1)O (4-iodophenol), BrCCC (1-bromopropane), C([O-])([O-])=O.[Na+].[Na+] (sodium carbonate). Solvent: CN(C)C=O (DMF), O (water). Run at temperature 80 celsius, time 4 hour. The product is IC1=CC=C(C=C1)OCCC (1-iodo-4-propoxybenzene). The yield is 87.0%. RXN SMILES: [I:1][C:2]1[CH:7]=[CH:6][C:5]([OH:8])=[CH:4][CH:3]=1.Br[CH2:10][CH2:11][CH3:12].C(=O)([O-])[O-].[Na+].[Na+]>CN(C=O)C.O>[I:1][C:2]1[CH:7]=[CH:6][C:5]([O:8][CH2:10][CH2:11][CH3:12])=[CH:4][CH:3]=1 |f:2.3.4|. Procedure details: A suspension of 4-iodophenol (3 g, 13.64 mmol), 1-bromopropane (1.845 g, 15.00 mmol), and sodium carbonate (7.54 g, 54.5 mmol) in DMF (30 mL) was stirred at 80° C. for 4 hrs. The reaction mixture was diluted with water (250 mL) and extracted with EtOAc (3×75 mL). The combined organic extracts were washed with 0.5M NaOH (2×50 mL), and water (2×50 mL), and then dried over MgSO4. The solvent was removed. The crude product (3.11 g) was obtained, which was directly used for the next reaction without ... The reactants are O.ON1N=NC2=C1C=CC=C2 (1-hydroxy-1H-benzotriazole hydrate), Cl.CN(CCCN=C=NCC)C (1-(3-dimethylaminopropyl)-3-ethylcarbodiimide hydrochloride), C(C)(C)N(C(C)C)CC (N,N-diisopropylethylamine), FC(C(=O)O)(F)F.N[C@@H](C)C(=O)OCCOC1=CC=C(C=C1)C1=C(C(=NC(=C1C#N)N1CCCC1)SCC=1N=C(SC1)C1=CC=C(C=C1)Cl)C#N (2-{4-(2-({(2-(4-chlorophenyl)-1,3-thiazol-4-yl)methyl}sulfanyl)-3,5-dicyano-6-(pyrrolidin-1-yl)pyridin-4-yl)phenoxy}ethyl L-alaninate trifluoroacetate), C(C)(C)(C)OC(=O)N[C@@H](CCCCNC(=O)OC(C)(C)C)C(=O)O (N2,N6-bis(tert-butoxycarbonyl)-L-lysine). Solvent: CN(C)C=O (DMF), O.C(C)#N (Water acetonitrile). Run at time 8 hour. Product: C(C)(C)(C)OC(=O)N[C@@H](CCCCNC(=O)OC(C)(C)C)C(=O)N[C@@H](C)C(=O)OCCOC1=CC=C(C=C1)C1=C(C(=NC(=C1C#N)N1CCCC1)SCC=1N=C(SC1)C1=CC=C(C=C1)Cl)C#N (2-{4-(2-({(2-(4-Chlorophenyl)-1,3-thiazol-4-yl)methyl}sulfanyl)-3,5-dicyano-6-(pyrrolidin-1-yl)pyridin-4-yl)phenoxy}ethyl N2,N6-bis(tert-butoxycarbonyl)-L-lysyl-L-alaninate). RXN SMILES: [C:1]([O:5][C:6]([NH:8][C@H:9]([C:22]([OH:24])=O)[CH2:10][CH2:11][CH2:12][CH2:13][NH:14][C:15]([O:17][C:18]([CH3:21])([CH3:20])[CH3:19])=[O:16])=[O:7])([CH3:4])([CH3:3])[CH3:2].O.ON1C2C=CC=CC=2N=N1.Cl.CN(C)CCCN=C=NCC.C(N(CC)C(C)C)(C)C.FC(F)(F)C(O)=O.[NH2:64][C@H:65]([C:67]([O:69][CH2:70][CH2:71][O:72][C:73]1[CH:78]=[CH:77][C:76]([C:79]2[C:84]([C:85]#[N:86])=[C:83]([N:87]3[CH2:91][CH2:90][CH2:89][CH2:88]3)[N:82]=[C:81]([S:92][CH2:93][C:94]3[N:95]=[C:96]([C:99]4[CH:104]=[CH:103][C:102]([Cl:105])=[CH:101][CH:100]=4)[S:97][CH:98]=3)[C:80]=2[C:106]#[N:107])=[CH:75][CH:74]=1)=[O:68])[CH3:66]>CN(C=O)C.O.C(#N)C>[C:1]([O:5][C:6]([NH:8][C@H:9]([C:22]([NH:64][C@H:65]([C:67]([O:69][CH2:70][CH2:71][O:72][C:73]1[CH:78]=[CH:77][C:76]([C:79]2[C:84]([C:85]#[N:86])=[C:83]([N:87]3[CH2:88][CH2:89][CH2:90][CH2:91]3)[N:82]=[C:81]([S:92][CH2:93][C:94]3[N:95]=[C:96]([C:99]4[CH:100]=[CH:101][C:102]([Cl:105])=[CH:103][CH:104]=4)[S:97][CH:98]=3)[C:80]=2[C:106]#[N:107])=[CH:75][CH:74]=1)=[O:68])[CH3:66])=[O:24])[CH2:10][CH2:11][CH2:12][CH2:13][NH:14][C:15]([O:17][C:18]([CH3:19])([CH3:20])[CH3:21])=[O:16])=[O:7])([CH3:2])([CH3:3])[CH3:4] |f:1.2,3.4,6.7,9.10|. Procedure details: 166 mg (0.478 mmol) of N2,N6-bis(tert-butoxycarbonyl)-L-lysine were initially charged in 6.4 ml of DMF. 88 mg (0.652 mmol) of 1-hydroxy-1H-benzotriazole hydrate, 100 mg (0.522 mmol) of 1-(3-dimethylaminopropyl)-3-ethylcarbodiimide hydrochloride and 0.379 ml (2.173 mmol) of N,N-diisopropylethylamine were added, 330 mg (0.435 mmol) of 2-{4-(2-({(2-(4-chlorophenyl)-1,3-thiazol-4-yl)methyl}sulfanyl)-3,5-dicyano-6-(pyrrolidin-1-yl)pyridin-4-yl)phenoxy}ethyl L-alaninate trifluoroacetate (Example 40) w...